describe an organic reaction: reactants, conditions, products, and yield From a dataset of the Open Reaction Database (ORD), a public repository of structured organic reaction records. The reactants are N1=CC=C2N1C=CC(=N2)[O-].[Na+] (Sodium pyrazolo[1,5-a]pyrimidin-5-olate). The solvent is C(C)(=O)O (acetic acid), O (water). Product: N1=CC=C2N1C=NC(C2)=O (pyrazolo[1,5-c]pyrimidin-5(4H)-one). Yield: 85.5%. As a reaction SMILES: [N:1]1[N:5]2[CH:6]=[CH:7][C:8]([O-:10])=[N:9][C:4]2=[CH:3][CH:2]=1.[Na+]>C(O)(=O)C.O>[N:1]1[N:5]2[CH:4]=[N:9][C:8](=[O:10])[CH2:7][C:6]2=[CH:3][CH:2]=1 |f:0.1|. Procedure details: Sodium pyrazolo[1,5-a]pyrimidin-5-olate (13.47 g) was dissolved in 500 mL of acetic acid and 100 mL of water, stirred 15 minutes then evaporated to dryness under vacuum. The residue was suspended in 300 mL of 9:1 dichloromethane:methanol and vacuum filtered through silica gel to remove sodium acetate. The silica gel pad was washed with 700 mL of additional dichloromethane:methanol solution. The combined dichloromethane:methanol solution was concentrated to dryness. The solid product was suspende... The reactants are C(C)SC1=CC=CC2=C1C(=NCC=1N2C(=NN1)CCl)C1=CC(=CC=C1)Cl (7-(ethylthio)-1-(chloromethyl)-6-(m-chlorophenyl)-4H-s-triazolo[4,3-a]-[1,4] benzodiazepine), [I-].[K+] (potassium iodide), C(C=C)N (allylamine). Run in O1CCCC1 (tetrahydrofuran). Product: C(C)SC1=CC=CC2=C1C(=NCC=1N2C(=NN1)CNCC=C)C1=CC(=CC=C1)Cl (7-(ethylthio)-1-[(allylamino)methyl]-6-(m-chlorophenyl)-4H-s-triazolo[4,3-a][1,4]-benzodiazepine). RXN SMILES: [CH2:1]([S:3][C:4]1[C:9]2[C:10]([C:20]3[CH:25]=[CH:24][CH:23]=[C:22]([Cl:26])[CH:21]=3)=[N:11][CH2:12][C:13]3[N:14]([C:15]([CH2:18]Cl)=[N:16][N:17]=3)[C:8]=2[CH:7]=[CH:6][CH:5]=1)[CH3:2].[I-].[K+].[CH2:29]([NH2:32])[CH:30]=[CH2:31]>O1CCCC1>[CH2:1]([S:3][C:4]1[C:9]2[C:10]([C:20]3[CH:25]=[CH:24][CH:23]=[C:22]([Cl:26])[CH:21]=3)=[N:11][CH2:12][C:13]3[N:14]([C:15]([CH2:18][NH:32][CH2:29][CH:30]=[CH2:31])=[N:16][N:17]=3)[C:8]=2[CH:7]=[CH:6][CH:5]=1)[CH3:2] |f:1.2|. Procedure: In the manner given in Example 31, 7-(ethylthio)-1-(chloromethyl)-6-(m-chlorophenyl)-4H-s-triazolo[4,3-a]-[1,4] benzodiazepine, potassium iodide and allylamine in tetrahydrofuran are reacted to give 7-(ethylthio)-1-[(allylamino)methyl]-6-(m-chlorophenyl)-4H-s-triazolo[4,3-a][1,4]-benzodiazepine. Starting materials: [Mg] (magnesium), BrC1=CC(=CC=C1)OC (1-bromo-3-methoxy-benzene), C1CCOC1 (THF), C1CCOC1 (THF), ClC=1C=C2C(C(NC2=CC1)=O)=O (5-chloro-1H-indole-2,3-dione), C1CCOC1 (THF), [NH4+].[Cl-] (NH4Cl). Yields the product COC=1C=C(C=CC1)[Mg]Br (3-methoxyphenylmagnesium bromide), ClC=1C=C2C(C(NC2=CC1)=O)(C1=CC(=CC=C1)OC)O (5-Chloro-3-hydroxy-3-(3-methoxyphenyl)-1,3-dihydro-2H-indol-2-one). As a reaction SMILES: [Mg:1].[Br:2][C:3]1[CH:8]=[CH:7][CH:6]=[C:5]([O:9][CH3:10])[CH:4]=1.[Cl:11][C:12]1[CH:13]=[C:14]2[C:18](=[CH:19][CH:20]=1)[NH:17][C:16](=[O:21])[C:15]2=[O:22].[NH4+].[Cl-].C1[CH2:29][O:28]CC1>>[CH3:29][O:28][C:18]1[CH:19]=[C:20]([Mg:1][Br:2])[CH:12]=[CH:13][CH:14]=1.[Cl:11][C:12]1[CH:13]=[C:14]2[C:18](=[CH:19][CH:20]=1)[NH:17][C:16](=[O:21])[C:15]2([OH:22])[C:3]1[CH:8]=[CH:7][CH:6]=[C:5]([O:9][CH3:10])[CH:4]=1 |f:3.4|. Procedure details: A solution of 3-methoxyphenylmagnesium bromide is prepared from 3.5 g of magnesium in 10 ml of THF and from a solution of 25 g of 1-bromo-3-methoxy-benzene in 40 ml of THF. This solution is added dropwise, under a nitrogen atmosphere, to a mixture of 8 g of 5-chloro-1H-indole-2,3-dione in 50 ml of THF, while keeping the temperature of the reaction medium below 40° C., followed by refluxing for 1 hour. The reaction mixture is cooled to RT, poured into saturated NH4Cl solution and extracted with E... The reactants are S(C#N)C1=CC(=C(N)C=C1)C(F)(F)F (4-thiocyano-2-trifluoromethylaniline), [C-]#N.[Na+] (sodium cyanide). The solvent is CO (methanol). Yields the product CSC1=CC(=C(N)C=C1)C(F)(F)F (4-Methylthio-2-trifluoromethylaniline). Isolated yield 96.5%. Reaction SMILES: [S:1]([C:4]1[CH:10]=[CH:9][C:7]([NH2:8])=[C:6]([C:11]([F:14])([F:13])[F:12])[CH:5]=1)[C:2]#N.[C-]#N.[Na+]>CO>[CH3:2][S:1][C:4]1[CH:10]=[CH:9][C:7]([NH2:8])=[C:6]([C:11]([F:12])([F:13])[F:14])[CH:5]=1 |f:1.2|. Procedure details: A solution of 4-thiocyano-2-trifluoromethylaniline (1.09 g., 0.005 mole) and sodium cyanide (0.125 g., 0.0025 mole) in methanol (50 ml) is refluxed for about 16 hours. Methanol is removed from the cool reaction mixture by evaporation under reduced pressure, the residue is taken up in methylene chloride, washed with water and dried. Removal of the drying agent and solvent gives the product as a yellow oil (1 g., 91 percent yield). Starting materials: ClC=1C=C(C2=CC=CC=C2C1C1=CC=C(C=C1)O)CO (3-Chloro-4-(4-hydroxyphenyl)-1-naphthalene-methanol). Reagents/catalysts: [Pd] (palladium on carbon). The solvent is C(C)(=O)OCC (ethyl acetate). The product is ClC1=C(C2=CC=CC=C2C(=C1)C)C1=CC=C(C=C1)O (4-(2-Chloro-4-methyl-1-naphthalenyl)-phenol). Yield: 25.1%. As a reaction SMILES: [Cl:1][C:2]1[CH:3]=[C:4]([CH2:19]O)[C:5]2[C:10]([C:11]=1[C:12]1[CH:17]=[CH:16][C:15]([OH:18])=[CH:14][CH:13]=1)=[CH:9][CH:8]=[CH:7][CH:6]=2>[Pd].C(OCC)(=O)C>[Cl:1][C:2]1[CH:3]=[C:4]([CH3:19])[C:5]2[C:10](=[CH:9][CH:8]=[CH:7][CH:6]=2)[C:11]=1[C:12]1[CH:13]=[CH:14][C:15]([OH:18])=[CH:16][CH:17]=1. Reported procedure: 190 mg of the alcohol obtained in Stage C of Example 8, 50 mg of palladium on carbon at 9.5% and 30 ml of ethyl acetate are mixed together for 15 minutes under a hydrogen atmosphere at ambient temperature. After filtration and evaporation under reduced pressure, the crude product is purified by chromatography eluting with a cyclohexane/ethyl acetate mixture 95/5. In this way 45 mg of expected product is obtained. Starting materials: Cc1ccccc1, CC(C)OC(=O)N=NC(=O)OC(C)C, CC(C)CN(C(=O)c1nnn(-c2ccccc2)c1CO)C1CC(C(=O)N2CCOCC2)CN(C(=O)OC(C)(C)C)C1, Oc1ccccc1, c1ccc(P(c2ccccc2)c2ccccc2)cc1. Yields the product CC(C)CN(C(=O)c1nnn(-c2ccccc2)c1COc1ccccc1)C1CC(C(=O)N2CCOCC2)CN(C(=O)OC(C)(C)C)C1. RXN SMILES: [CH3:82][c:83]1[cH:84][cH:85][cH:86][cH:87][cH:88]1.[O:68]=[C:69]([O:70][CH:71]([CH3:72])[CH3:73])[N:74]=[N:75][C:76]([O:77][CH:78]([CH3:79])[CH3:80])=[O:81].[OH:1][CH2:2][c:3]1[c:4]([C:14](=[O:15])[N:16]([CH:17]2[CH2:18][N:19]([C:31](=[O:32])[O:33][C:34]([CH3:35])([CH3:36])[CH3:37])[CH2:20][CH:21]([C:23](=[O:24])[N:25]3[CH2:26][CH2:27][O:28][CH2:29][CH2:30]3)[CH2:22]2)[CH2:38][CH:39]([CH3:40])[CH3:41])[n:5][n:6][n:7]1-[c:8]1[cH:9][cH:10][cH:11][cH:12][cH:13]1.[OH:42][c:43]1[cH:44][cH:45][cH:46][cH:47][cH:48]1.[c:49]1([P:50]([c:51]2[cH:52][cH:53][cH:54][cH:55][cH:56]2)[c:57]2[cH:58][cH:59][cH:60][cH:61][cH:62]2)[cH:63][cH:64][cH:65][cH:66][cH:67]1>>[O:1]([CH2:2][c:3]1[c:4]([C:14](=[O:15])[N:16]([CH:17]2[CH2:18][N:19]([C:31](=[O:32])[O:33][C:34]([CH3:35])([CH3:36])[CH3:37])[CH2:20][CH:21]([C:23](=[O:24])[N:25]3[CH2:26][CH2:27][O:28][CH2:29][CH2:30]3)[CH2:22]2)[CH2:38][CH:39]([CH3:40])[CH3:41])[n:5][n:6][n:7]1-[c:8]1[cH:9][cH:10][cH:11][cH:12][cH:13]1)[c:43]1[cH:44][cH:45][cH:46][cH:47][cH:48]1. The reactants are C(C)(C)(C)OC(=O)N1N=C(C2=C1C(N(CC2)C2=CC=C(C=C2)C)=O)N (1-N-t-butoxycarbonyl-3-amino-4,5,6,7-tetrahydro-6-N-(p-tolyl)pyrazolo[3,4-c]pyridin-7-one), C([O-])([O-])=O.[K+].[K+] (potassium carbonate), ClCCC(=O)N1CCN(CC1)C1=C(C(=CC=C1)C)C (3-chloro-1-(4-(2,3-dimethylphenyl)piperazin-1-yl)propan-1-one). Product: NC1=NN(C=2C(N(CCC21)C2=CC=C(C=C2)C)=O)C(CCN2CCN(CC2)C2=C(C(=CC=C2)C)C)=O (3-amino-1-[{4-(2,3-dimethylphenyl)piperazin-1-yl}propanoyl]-6-N-(p-tolyl)-4,5,6,7-tetrahydro-1H-pyrazolo[3,4-c]pyridin-7-one). As a reaction SMILES: C(O[C:6]([N:8]1[C:12]2[C:13](=[O:24])[N:14]([C:17]3[CH:22]=[CH:21][C:20](C)=[CH:19][CH:18]=3)[CH2:15][CH2:16][C:11]=2[C:10]([NH2:25])=[N:9]1)=[O:7])(C)(C)C.[C:26](=O)([O-])[O-].[K+].[K+].ClC[CH2:34][C:35]([N:37]1[CH2:42][CH2:41][N:40]([C:43]2[CH:48]=[CH:47][CH:46]=[C:45]([CH3:49])[C:44]=2[CH3:50])[CH2:39][CH2:38]1)=O>>[NH2:25][C:10]1[C:11]2[CH2:16][CH2:15][N:14]([C:17]3[CH:18]=[CH:19][C:20]([CH3:26])=[CH:21][CH:22]=3)[C:13](=[O:24])[C:12]=2[N:8]([C:6](=[O:7])[CH2:34][CH2:35][N:37]2[CH2:38][CH2:39][N:40]([C:43]3[CH:48]=[CH:47][CH:46]=[C:45]([CH3:49])[C:44]=3[CH3:50])[CH2:41][CH2:42]2)[N:9]=1 |f:1.2.3|. Procedure details: A target compound (80.9 mg, 0.166 mmol, 47.5%) was yielded as white solid in the same manner as Example 1 by reacting 1-N-t-butoxycarbonyl-3-amino-4,5,6,7-tetrahydro-6-N-(p-tolyl)pyrazolo[3,4-c]pyridin-7-one (120 mg, 0.350 mmol) with potassium carbonate (53.2 mg, 0.385 mmol) and 3-chloro-1-(4-(2,3-dimethylphenyl)piperazin-1-yl)propan-1-one (103.0 mg, 0.367 mmol).